Dataset: the Open Reaction Database (ORD), a public repository of structured organic reaction records. Task: describe an organic reaction: reactants, conditions, products, and yield Starting materials: COC(=O)C(Cc1ccc(OCc2c(Cl)cccc2Cl)c(O)c1)NC(=O)OC(C)(C)C, CI, [K+], [K+], O=C([O-])[O-], CN(C)C=O. Yields the product COC(=O)C(Cc1ccc(OCc2c(Cl)cccc2Cl)c(OC)c1)NC(=O)OC(C)(C)C. As a reaction SMILES: [CH3:1][O:2][C:3]([CH:4]([NH:5][C:6](=[O:7])[O:8][C:9]([CH3:10])([CH3:11])[CH3:12])[CH2:13][c:14]1[cH:15][c:16]([OH:30])[c:17]([O:20][CH2:21][c:22]2[c:23]([Cl:29])[cH:24][cH:25][cH:26][c:27]2[Cl:28])[cH:18][cH:19]1)=[O:31].[CH3:38][I:39].[K+:32].[K+:33].[O-:34][C:35]([O-:36])=[O:37].[O:40]=[CH:41][N:42]([CH3:43])[CH3:44]>>[CH3:1][O:2][C:3]([CH:4]([NH:5][C:6](=[O:7])[O:8][C:9]([CH3:10])([CH3:11])[CH3:12])[CH2:13][c:14]1[cH:15][c:16]([O:30][CH3:35])[c:17]([O:20][CH2:21][c:22]2[c:23]([Cl:29])[cH:24][cH:25][cH:26][c:27]2[Cl:28])[cH:18][cH:19]1)=[O:31].